Dataset: the Open Reaction Database (ORD), a public repository of structured organic reaction records. Task: describe an organic reaction: reactants, conditions, products, and yield Reactants: COC([C@H](CC1=CC=C(C=C1)OC1=NC=CC2=CN=CC=C12)NC(=O)OC(C)(C)C)=O ((S)-2-tert-butoxycarbonylamino-3-[4-([2,6]naphthyridin-1-yloxy)phenyl]propionic acid methyl ester), FC(C(=O)O)(F)F (trifluoroacetic acid). The solvent is ClCCl (dichloromethane). Conditions: time 2 hour. Product: COC([C@H](CC1=CC=C(C=C1)OC1=NC=CC2=CN=CC=C12)N)=O ((S)-2-Amino-3-[4-([2,6]naphthyridin-1-yloxy)phenyl] propionic acid methyl ester). Yield: 99.5%. Reaction SMILES: [CH3:1][O:2][C:3](=[O:31])[C@@H:4]([NH:23]C(OC(C)(C)C)=O)[CH2:5][C:6]1[CH:11]=[CH:10][C:9]([O:12][C:13]2[C:22]3[C:17](=[CH:18][N:19]=[CH:20][CH:21]=3)[CH:16]=[CH:15][N:14]=2)=[CH:8][CH:7]=1.FC(F)(F)C(O)=O>ClCCl>[CH3:1][O:2][C:3](=[O:31])[C@@H:4]([NH2:23])[CH2:5][C:6]1[CH:7]=[CH:8][C:9]([O:12][C:13]2[C:22]3[C:17](=[CH:18][N:19]=[CH:20][CH:21]=3)[CH:16]=[CH:15][N:14]=2)=[CH:10][CH:11]=1. Procedure details: A solution of (S)-2-tert-butoxycarbonylamino-3-[4-([2,6]naphthyridin-1-yloxy)phenyl]propionic acid methyl ester (271 mg, 0.64 mmol) in dichloromethane (7.5 ml) was treated with trifluoroacetic acid (7.5 ml) and stirred at room temperature for 2 h. The volatiles were removed in vacuo and the residue was partitioned between EtOAc (60 ml) and saturated aqueous NaHCO3 (25 ml). The phases were separated and the aqueous layer re-extracted with EtOAc (3×25 ml). The combined organic extracts were dried ... The reactants are NC=1C=C(C=CC1)B1OC(C)(C)C(C)(C)O1 (3-aminophenylboronic acid pinacol ester), TEA, [Cl-] (chloride). Solvent: ClCCl (dichloromethane). Reaction conditions: temperature 0 celsius, time 2 hour. The product is CC1(OB(OC1(C)C)C=1C=C(C=CC1)NC(C(=C)C)=O)C (N-(3-(4,4,5,5-tetramethyl-1,3,2-dioxaborolan-2-yl)phenyl)methacrylamide). RXN SMILES: [NH2:1][C:2]1[CH:3]=[C:4]([B:8]2[O:16][C:13]([CH3:15])([CH3:14])[C:10]([CH3:12])([CH3:11])[O:9]2)[CH:5]=[CH:6][CH:7]=1.[Cl-]>ClCCl>[CH3:12][C:10]1([CH3:11])[C:13]([CH3:15])([CH3:14])[O:16][B:8]([C:4]2[CH:3]=[C:2]([NH:1][C:10](=[O:9])[C:13]([CH3:15])=[CH2:14])[CH:7]=[CH:6][CH:5]=2)[O:9]1. Procedure: To a stirred solution of 3-aminophenylboronic acid pinacol ester (5.04 g, 23.0 mmol) in dichloromethane (100 mL) was added TEA (6.41 mL, 46.0 mmol). The resulting solution was cooled to 0° C., then methacrolyl chloride (2.70 mL, 27.6 mmol) was added. The cooling bath was removed, and the reaction was allowed to warm to room temperature and stir for approximately 2 hours. The reaction mixture was washed with 7.5% aqueous ammonium chloride (100 mL) and the layers were separated and the organic lay... Starting materials: [Cl-].[NH4+] (ammonium chloride), C(C)[C@]1([C@]2(C)[C@@H](CC1)C=1CCC=3C=C(C=CC3C1CC2)OC)O (17α-ethyl-3-methoxyestra-1,3,5(10),8-tetraen-17-ol), [Li] (lithium), N (ammonia). Solvent: O (water), O1CCCC1 (tetrahydrofuran), NC1=CC=CC=C1 (aniline). Conditions: time 2 hour. Product: CCC1(CCC2C1(CCC3C2CCC4=C3C=CC(=C4)OC)C)O (17α-ethyl-3-methoxyestra-1,3,5(10)-trien-17β-ol). Isolated yield 66.2%. RXN SMILES: [CH2:1]([C@:3]1([OH:23])[CH2:8][CH2:7][C@H:6]2[C:9]3[CH2:10][CH2:11][C:12]4[CH:13]=[C:14]([O:21][CH3:22])[CH:15]=[CH:16][C:17]=4[C:18]=3[CH2:19][CH2:20][C@:4]12[CH3:5])[CH3:2].[Li].N.[Cl-].[NH4+]>O1CCCC1.NC1C=CC=CC=1.O>[CH3:2][CH2:1][C:3]1([OH:23])[C:4]2([CH3:5])[CH2:20][CH2:19][CH:18]3[C:17]4[CH:16]=[CH:15][C:14]([O:21][CH3:22])=[CH:13][C:12]=4[CH2:11][CH2:10][CH:9]3[CH:6]2[CH2:7][CH2:8]1 |f:3.4,^1:23|. Procedure: Add dl-17α-ethyl-3-methoxyestra-1,3,5(10),8-tetraen-17-ol (3 g) in tetrahydrofuran (50 ml) to lithium (0.8 g) in aniline (8 ml) and liquid ammonia (200 ml). Stir for two hours, decompose by adding ammonium chloride and water, and extract with ether. Wash, dry and evaporate the organic extract, and crystallize from ethyl acetate-hexane to obtain dl-17α-ethyl-3-methoxyestra-1,3,5(10)-trien-17β-ol (2 g), m.p. 133°--135°; ultraviolet absorption maximum at 279 mμ (ε2,120). The reactants are FC(C=1C=C(C=C(C1)C(F)(F)F)COC1C(C(CC1)NC)C1=CC=CC=C1)(F)F (1-(SR)-(3,5-Bis(trifluoromethyl)phenyl)methoxy-2-(SR)-phenyl-3-(RS)-(methyl amino)cyclopentane), CCN(C(C)C)C(C)C (DIPEA), CN=C=O (methyl isocyanate). Solvent: C(Cl)Cl (methylene chloride). Product: FC(C=1C=C(C=C(C1)C(F)(F)F)COC1C(C(CC1)N(C)C(=O)NC)C1=CC=CC=C1)(F)F (1-(SR)-(3,5-Bis(trifluoromethyl)phenyl)methoxy-2-(SR)-phenyl-3-(RS)-(N-(methylaminocarbonyl)-N-methylamino)cyclopentane). Yield: 88.0%. As a reaction SMILES: [F:1][C:2]([F:29])([F:28])[C:3]1[CH:4]=[C:5]([CH2:13][O:14][CH:15]2[CH2:19][CH2:18][CH:17]([NH:20][CH3:21])[CH:16]2[C:22]2[CH:27]=[CH:26][CH:25]=[CH:24][CH:23]=2)[CH:6]=[C:7]([C:9]([F:12])([F:11])[F:10])[CH:8]=1.CCN(C(C)C)C(C)C.[CH3:39][N:40]=[C:41]=[O:42]>C(Cl)Cl>[F:1][C:2]([F:28])([F:29])[C:3]1[CH:4]=[C:5]([CH2:13][O:14][CH:15]2[CH2:19][CH2:18][CH:17]([N:20]([C:41]([NH:40][CH3:39])=[O:42])[CH3:21])[CH:16]2[C:22]2[CH:23]=[CH:24][CH:25]=[CH:26][CH:27]=2)[CH:6]=[C:7]([C:9]([F:12])([F:11])[F:10])[CH:8]=1. Procedure: To a solution of 25 mg of amine prepared in Example 11 and 0.05 mL of DIPEA in 0.5 mL of methylene chloride was added 15 mg of methyl isocyanate. After 1.5 h in a sealed vial, the volatiles were evaporated under a stream of nitrogen and the residue was purified on a 1 mm preparative silica gel plate eluted with ethyl acetate to afford 25 mg of title compound. Mass spec (NH3 /CI): 475 (M+1). Starting materials: [Al+3], O=C([O-])O, C1=CC2CC3C=CC2(C=C1)C3, CC(=O)Cl, [Cl-], [Cl-], [Cl-], [Na+], O, S=C=S. Yields the product CC(=O)C1=CC23C=CC=CC2CC1C3. Reaction SMILES: [Al+3:17].[C:20](=[O:21])([OH:22])[O-:23].[C:5]123[CH:6]=[CH:7][CH:8]([CH2:9][CH:10]1[CH:11]=[CH:12][CH:13]=[CH:14]2)[CH2:15]3.[CH3:1][C:2]([Cl:3])=[O:4].[Cl-:16].[Cl-:18].[Cl-:19].[Na+:24].[OH2:28].[S:25]=[C:26]=[S:27]>>[CH3:1][C:2](=[O:4])[C:7]1=[CH:6][C:5]23[CH:10]([CH2:9][CH:8]1[CH2:15]2)[CH:11]=[CH:12][CH:13]=[CH:14]3.